This data is from the Open Reaction Database (ORD), a public repository of structured organic reaction records. The task is: describe an organic reaction: reactants, conditions, products, and yield The reactants are [N-]=[N+]=[N-].[Na+] (sodium azide), C(C1=CC=CC=C1)(=O)C1=C(NC(CBr)=O)C=CC=C1 (2'-benzoyl-2-bromo-acetanilide), [OH-].C(C1=CC=CC=C1)[N+](C)(C)C (benzyltrimethylammonium hydroxide). The solvent is CO (methanol). Run at time 8 hour. The product is N(=[N+]=[N-])C=1C(NC2=CC=CC=C2C1C1=CC=CC=C1)=O (3-azido-4-phenylcarbostyril). RXN SMILES: [C:1]([C:9]1[CH:19]=[CH:18][CH:17]=[CH:16][C:10]=1[NH:11][C:12](=[O:15])[CH2:13]Br)(=O)[C:2]1[CH:7]=[CH:6][CH:5]=[CH:4][CH:3]=1.[N-:20]=[N+:21]=[N-:22].[Na+].[OH-].C([N+](C)(C)C)C1C=CC=CC=1>CO>[N:20]([C:13]1[C:12](=[O:15])[NH:11][C:10]2[C:9]([C:1]=1[C:2]1[CH:7]=[CH:6][CH:5]=[CH:4][CH:3]=1)=[CH:19][CH:18]=[CH:17][CH:16]=2)=[N+:21]=[N-:22] |f:1.2,3.4|. Reported procedure: To a hot solution of 98.5 g. of 2'-benzoyl-2-bromo-acetanilide in 2 l methanol was added in one portion 39.0 g. of sodium azide. The mixture was heated to a slow reflux on a steam bath for 20 minutes. As the mixture cooled partially to room temperature, 18 ml. of benzyltrimethylammonium hydroxide (35% methanolic solution) was added. After standing overnight at room temperature, the orange-yellow needles that formed were collected, washed with methanol and dried at 60° C.; yield 76.6 g. (94%) of ... Reactants: BrC1=CC=C(C=C1)F (1-bromo-4-fluorobenzene), [Mg] (magnesium), N1=C2C(=NC=C1)C(=O)OC2=O (2,3-pyrazinedicarboxylic anhydride), II (iodine), Cl (HCl). The solvent is C1CCOC1 (THF), C1CCOC1 (THF), C1CCOC1 (THF). Yields the product FC1=CC=C(C(=O)C=2C(=NC=CN2)C(=O)O)C=C1 (3-(4-fluorobenzoyl)-2-pyrazinecarboxylic acid), product. RXN SMILES: [Mg].II.Br[C:5]1[CH:10]=[CH:9][C:8]([F:11])=[CH:7][CH:6]=1.[N:12]1[CH:17]=[CH:16][N:15]=[C:14]2[C:18]([O:20][C:21](=[O:22])[C:13]=12)=[O:19].Cl>C1COCC1>[F:11][C:8]1[CH:9]=[CH:10][C:5]([C:18]([C:14]2[C:13]([C:21]([OH:22])=[O:20])=[N:12][CH:17]=[CH:16][N:15]=2)=[O:19])=[CH:6][CH:7]=1. Reported procedure: To a suspension of magnesium (4.2 g) in THF (20 ml) was added iodine (catalytic amount) while stirring at room temperature under argon atmosphere. To the mixture was then added dropwise a solution of 1-bromo-4-fluorobenzene (22.8 g) in THF (60 ml), and the mixture was stirred for 30 minutes. The mixture was added dropwise, while stirring at room temperature, to a solution of 2,3-pyrazinedicarboxylic anhydride (20.0 g) in THF (100 ml), followed by stirring for one hour. The reaction mixture was p...